Task: describe an organic reaction: reactants, conditions, products, and yield. Dataset: the Open Reaction Database (ORD), a public repository of structured organic reaction records The reactants are FC1=C(NC(C(=O)OCC)C)C=CC(=C1F)F (Ethyl 2-(2,3,4-trifluoroanilino)propionate), [OH-].[Na+] (sodium hydroxide). The solvent is C(C)O (ethanol). Run at time 3 hour. Product: FC1=C(NC(C(=O)O)C)C=CC(=C1F)F (2-(2,3,4-Trifluoroanilino)propionic acid). Isolated yield 100.0%. As a reaction SMILES: [F:1][C:2]1[C:15]([F:16])=[C:14]([F:17])[CH:13]=[CH:12][C:3]=1[NH:4][CH:5]([CH3:11])[C:6]([O:8]CC)=[O:7].[OH-].[Na+]>C(O)C>[F:1][C:2]1[C:15]([F:16])=[C:14]([F:17])[CH:13]=[CH:12][C:3]=1[NH:4][CH:5]([CH3:11])[C:6]([OH:8])=[O:7] |f:1.2|. Procedure: Ethyl 2-(2,3,4-trifluoroanilino)propionate (2.47 g) was dissolved in ethanol (40 ml) and an aqueous solution (3 mol/l; 10 ml) of sodium hydroxide was slowly added thereto at 0° C. After stirring at room temperature for 3 hours, the solvent was evaporated. After adding water, the residue was washed with chloroform. Next, hydrochloric acid (6 mol/l) was slowly added to the aqueous layer until pH value reached 1. Then the aqueous layer was extracted with IPE. The organic layer was dried over anhydr... The reactants are FC=1C=C(CC(CCC2=CC=C(C#N)C=C2)CO)C=C(C1O[Si](C(C)C)(C(C)C)C(C)C)F (4-[3-(3,5-difluoro-4-triisopropylsilanyloxybenzyl)-4-hydroxybutyl]benzonitrile), [Cr](=O)(=O)([O-])Cl.[NH+]1=CC=CC=C1 (pyridinium chlorochromate). Solvent: ClCCl (dichloromethane). Reaction conditions: time 12 hour. Product: FC=1C=C(CC(CCC2=CC=C(C#N)C=C2)C=O)C=C(C1O[Si](C(C)C)(C(C)C)C(C)C)F (4-[3-(3,5-Difluoro-4-triisopropylsilanyloxybenzyl)-4-oxobutyl]benzonitrile). RXN SMILES: [F:1][C:2]1[CH:3]=[C:4]([CH:19]=[C:20]([F:33])[C:21]=1[O:22][Si:23]([CH:30]([CH3:32])[CH3:31])([CH:27]([CH3:29])[CH3:28])[CH:24]([CH3:26])[CH3:25])[CH2:5][CH:6]([CH2:17][OH:18])[CH2:7][CH2:8][C:9]1[CH:16]=[CH:15][C:12]([C:13]#[N:14])=[CH:11][CH:10]=1.[Cr](Cl)([O-])(=O)=O.[NH+]1C=CC=CC=1>ClCCl>[F:1][C:2]1[CH:3]=[C:4]([CH:19]=[C:20]([F:33])[C:21]=1[O:22][Si:23]([CH:24]([CH3:26])[CH3:25])([CH:27]([CH3:29])[CH3:28])[CH:30]([CH3:31])[CH3:32])[CH2:5][CH:6]([CH:17]=[O:18])[CH2:7][CH2:8][C:9]1[CH:10]=[CH:11][C:12]([C:13]#[N:14])=[CH:15][CH:16]=1 |f:1.2|. Procedure details: A solution of 750 mg (1.58 mmol) of 4-[3-(3,5-difluoro-4-triisopropylsilanyloxybenzyl)-4-hydroxybutyl]benzonitrile in 9 ml of dichloromethane is mixed with 409 mg (1.9 mmol) of pyridinium chlorochromate (PCC) and stirred at room temperature for 12 h. After conversion is complete, about 10 g of silica gel are added, and the solvent is removed in vacuo to dryness. The residue is purified by flash chromatography on silica gel (mobile phase: cyclohexane/ethyl acetate 10:1→5:1→2:1). 493 mg (64% of th... Conditions: temperature 80 celsius, time 24 hour. Procedure: To a solution of (50) from Example 17 (3.6 g, 9.7 mmol) in dry THF (20 ml) was added 5-acetyl-1-(3-bromophenyl)benzimidazole (52) (1.5 g, 4.8 mmol) and (PPh3)2PdCl2 (340 mg, 0.48 mmol) under argon. The reaction mixture was stirred at 80° C. for 24 hr in a 50 ml sealed tube. After cooling the mixture was concentrated, triturated with water (100 ml) and extracted with CH2Cl2 (200 ml×3). The extract was washed with brine, dried and concentrated under reduced pressure. The residue was washed with et... Yield: 97.8%. The product is C(C)(=O)C1=CC2=C(N(C=N2)C2=CC(=CC=C2)C=2SC=CN2)C=C1 (5-Acetyl-1-(3-(2-thiazolyl)phenyl)benzimidazole). Reaction SMILES: C([Sn](CCCC)(CCCC)[C:6]1[S:7][CH:8]=[CH:9][N:10]=1)CCC.[C:19]([C:22]1[CH:37]=[CH:36][C:25]2[N:26]([C:29]3[CH:34]=[CH:33][CH:32]=[C:31](Br)[CH:30]=3)[CH:27]=[N:28][C:24]=2[CH:23]=1)(=[O:21])[CH3:20]>C1COCC1.Cl[Pd](Cl)([P](C1C=CC=CC=1)(C1C=CC=CC=1)C1C=CC=CC=1)[P](C1C=CC=CC=1)(C1C=CC=CC=1)C1C=CC=CC=1>[C:19]([C:22]1[CH:37]=[CH:36][C:25]2[N:26]([C:29]3[CH:34]=[CH:33][CH:32]=[C:31]([C:6]4[S:7][CH:8]=[CH:9][N:10]=4)[CH:30]=3)[CH:27]=[N:28][C:24]=2[CH:23]=1)(=[O:21])[CH3:20] |^1:45,64|. The solvent is C1CCOC1 (THF). Starting materials: C(CCC)[Sn](C=1SC=CN1)(CCCC)CCCC (2-(Tributylstannyl)thiazole), C(C)(=O)C1=CC2=C(N(C=N2)C2=CC(=CC=C2)Br)C=C1 (5-acetyl-1-(3-bromophenyl)benzimidazole). Reagents/catalysts: Cl[Pd]([P](C1=CC=CC=C1)(C2=CC=CC=C2)C3=CC=CC=C3)([P](C4=CC=CC=C4)(C5=CC=CC=C5)C6=CC=CC=C6)Cl ((PPh3)2PdCl2). Starting materials: COC=1C(=C2C(=CC=NC2=C(C1)[N+](=O)[O-])C)OCCCCC1=CC=CC=C1 (6-methoxy-4-methyl-8-nitro-5-(4-phenylbutoxy) quinoline), O (H2O), O(CCCC)CCCC (Bu2O). Reagents/catalysts: [Fe] (Fe). The solvent is CC(=O)O (HOAc). Yields the product NC=1C=C(C(=C2C(=CC=NC12)C)OCCCCC1=CC=CC=C1)OC (8-amino-6-methoxy-4-methyl-5-(4-phenylbutoxy)quinoline). The yield is 65.4%. As a reaction SMILES: [CH3:1][O:2][C:3]1[C:4]([O:17][CH2:18][CH2:19][CH2:20][CH2:21][C:22]2[CH:27]=[CH:26][CH:25]=[CH:24][CH:23]=2)=[C:5]2[C:10](=[C:11]([N+:13]([O-])=O)[CH:12]=1)[N:9]=[CH:8][CH:7]=[C:6]2[CH3:16].O.O(CCCC)CCCC>[Fe].CC(O)=O>[NH2:13][C:11]1[CH:12]=[C:3]([O:2][CH3:1])[C:4]([O:17][CH2:18][CH2:19][CH2:20][CH2:21][C:22]2[CH:27]=[CH:26][CH:25]=[CH:24][CH:23]=2)=[C:5]2[C:10]=1[N:9]=[CH:8][CH:7]=[C:6]2[CH3:16]. Procedure details: A stirred mixture of 6-methoxy-4-methyl-8-nitro-5-(4-phenylbutoxy) quinoline (3.7 g, 0.01 mol), degreased 40 mesh Fe filings (10 g), H2O (40 ml), HOAc (8 ml) and Bu2O (8 ml) was heated at 80°-100° C. for 2.5 h, allowed to cool and filtered. The solid was thoroughly extracted with Et2O and the extract was dried (Na2SO4), treated with carbon and concentrated to an oil. Extraction of the latter with pet ether and cooling the extract gave 2.2 g (66%) of 8-amino-6-methoxy-4-methyl-5-(4-phenylbutoxy)q... Starting materials: C(#N)[C@H]1N(CC(C1)(F)F)C(CNC(OC(C)(C)C)=O)=O ((S)-tert-butyl 2-(2-cyano-4,4-difluoropyrrolidin-1-yl)-2-oxoethylcarbamate), FC(C(=O)O)(F)F (trifluoroacetic acid). The solvent is C(C)#N (ACN). Reaction conditions: time 8 hour. The product is FC(C(=O)O)(F)F.NCC(=O)N1[C@@H](CC(C1)(F)F)C#N ((S)-1-(2-aminoacetyl)-4,4-difluoropyrrolidine-2-carbonitrile trifluoroacetate). Reaction SMILES: [C:1]([C@@H:3]1[CH2:7][C:6]([F:9])([F:8])[CH2:5][N:4]1[C:10](=[O:20])[CH2:11][NH:12]C(=O)OC(C)(C)C)#[N:2].[F:21][C:22]([F:27])([F:26])[C:23]([OH:25])=[O:24]>C(#N)C>[F:21][C:22]([F:27])([F:26])[C:23]([OH:25])=[O:24].[NH2:12][CH2:11][C:10]([N:4]1[CH2:5][C:6]([F:8])([F:9])[CH2:7][C@H:3]1[C:1]#[N:2])=[O:20] |f:3.4|. Procedure: To a cooled (0° C.) solution of (S)-tert-butyl 2-(2-cyano-4,4-difluoropyrrolidin-1-yl)-2-oxoethylcarbamate (7.3 g, 25.2 mmol), obtained from step 7, in 150 mL of ACN was added trifluoroacetic acid (38.9 mL, 0.505 mol) dropwise. The mixture was stirred overnight and the volatiles were evaporated. The residue was washed with ether. The reactants are O1C(=CC=C1)/C(/C(=O)OC)=N/OC1(CCCC1)C(NOC)=O (methyl Z-2-(fur-2-yl)-2-(methoxycarbamoylcyclopent-1-yloxyimino)acetate), 7(d), [Na] (sodium). Solvent: CS(=O)C (DMSO). The product is O1C(=CC=C1)/C(/C(=O)O)=N/OC1(CCCC1)C(NOC)=O (Z-2-(Fur-2-yl)-2-(methoxycarbamoylcyclopent-1-yloxyimino)acetic acid). The yield is 87.0%. RXN SMILES: [O:1]1[CH:5]=[CH:4][CH:3]=[C:2]1/[C:6](=[N:11]/[O:12][C:13]1([C:18](=[O:22])[NH:19][O:20][CH3:21])[CH2:17][CH2:16][CH2:15][CH2:14]1)/[C:7]([O:9]C)=[O:8].[Na]>CS(C)=O>[O:1]1[CH:5]=[CH:4][CH:3]=[C:2]1/[C:6](=[N:11]/[O:12][C:13]1([C:18](=[O:22])[NH:19][O:20][CH3:21])[CH2:17][CH2:16][CH2:15][CH2:14]1)/[C:7]([OH:9])=[O:8] |^1:22|. Reported procedure: This compound was prepared from methyl Z-2-(fur-2-yl)-2-(methoxycarbamoylcyclopent-1-yloxyimino)acetate as described in Preparation 7(d). It was obtained as a pale brown foam, of which part was the sodium salt, νmax (Nujol) 3220 (--NH--), 3700-1800 (bonded OH), 1740, 1707 (--CO2H), 1625, 1512 cm-1 (--CONH--, --CO2θ), τ(DMSO d6) 6.4 (--OCH3), 7.7-8.6 (cyclopentyl), 2.18, 3.20, 3.38 (furyl). Yield 87%.